This data is from the Open Reaction Database (ORD), a public repository of structured organic reaction records. The task is: describe an organic reaction: reactants, conditions, products, and yield The reactants are FC=1C=CC2=C(NC(O2)=O)C1 (5-fluoro-2(3H)-benzoxazolone), [N+](=O)(O)[O-] (nitric acid). Run at temperature 50 celsius, time 4 hour. Yields the product NC1=CC2=C(NC(O2)=O)C=C1F (6-Amino-5-fluoro-2(3H)-benzoxazolone). As a reaction SMILES: [F:1][C:2]1[CH:3]=[CH:4][C:5]2[O:9][C:8](=[O:10])[NH:7][C:6]=2[CH:11]=1.[N+:12]([O-])(O)=O>>[NH2:12][C:3]1[C:2]([F:1])=[CH:11][C:6]2[NH:7][C:8](=[O:10])[O:9][C:5]=2[CH:4]=1. Reported procedure: To a stirred solution of 300 ml concentrated nitric acid, at room temperature, was added portionwise 73.2 g (0.48 mole) of 5-fluoro-2(3H)-benzoxazolone. The reaction mixture was warmed to 50° C., and was stirred for 4 hours. After cooling, the reaction mixture was poured onto ice. The precipitate which formed was collected, washed with water, and dried to give 72.8 g of the title compound as a brown powder: m.p. 207°-209° C. Starting materials: COC(C1=CN=C(C=C1)NC(C(CC1OCCCC1)C1=CC(=C(C=C1)S(=O)(=O)C)C(F)(F)F)=O)=O (6-[2-(4-methylsulfonyl-3-trifluoromethyl-phenyl)-3-(tetrahydro-pyran-2-yl)-propionylamino]-nicotinic acid methyl ester), solution, [H-].[Al+3].[Li+].[H-].[H-].[H-] (lithium aluminum hydride). Solvent: C(C)OCC (ethyl ether), C(C)OCC (diethyl ether). Reaction conditions: temperature 0 celsius, time 1 hour. Yields the product hexanes ethyl acetate, OCC=1C=CC(=NC1)NC(C(CC1OCCCC1)C1=CC(=C(C=C1)S(=O)(=O)C)C(F)(F)F)=O (N-(5-hydroxymethyl-pyridin-2-yl)-2-(4-methanesulfonyl-3-trifluoromethyl-phenyl)-3-(tetrahydro-pyran-2-yl)-propionamide). Isolated yield 36.2%. Reaction SMILES: C[O:2][C:3](=O)[C:4]1[CH:9]=[CH:8][C:7]([NH:10][C:11](=[O:34])[CH:12]([C:20]2[CH:25]=[CH:24][C:23]([S:26]([CH3:29])(=[O:28])=[O:27])=[C:22]([C:30]([F:33])([F:32])[F:31])[CH:21]=2)[CH2:13][CH:14]2[CH2:19][CH2:18][CH2:17][CH2:16][O:15]2)=[N:6][CH:5]=1.[H-].[Al+3].[Li+].[H-].[H-].[H-]>C(OCC)C>[OH:2][CH2:3][C:4]1[CH:9]=[CH:8][C:7]([NH:10][C:11](=[O:34])[CH:12]([C:20]2[CH:25]=[CH:24][C:23]([S:26]([CH3:29])(=[O:28])=[O:27])=[C:22]([C:30]([F:32])([F:33])[F:31])[CH:21]=2)[CH2:13][CH:14]2[CH2:19][CH2:18][CH2:17][CH2:16][O:15]2)=[N:6][CH:5]=1 |f:1.2.3.4.5.6|. Procedure details: A solution of 6-[2-(4-methylsulfonyl-3-trifluoromethyl-phenyl)-3-(tetrahydro-pyran-2-yl)-propionylamino]-nicotinic acid methyl ester (prepared as in Example 15, 129 mg, 0.25 mmol) in ethyl ether (6 mL) cooled to 0° C. was treated with a 1.0M solution of lithium aluminum hydride solution in diethyl ether (0.30 mL, 0.30 mmol). The orange-colored reaction mixture was stirred at 0° C. for 1 h. The reaction was then quenched by the dropwise addition of water (10 mL) and extracted with ethyl acetate (... Reactants: NCCCC(=O)OC (methyl 4-aminobutyrate), Cl (hydrochloride), CC1=NC2=C(C=CC=C2C(=C1)C)OCC=1C(=C(C=CC1Cl)S(=O)(=O)N1[C@H](C(=O)O)CCC1)Cl (N-[[3-[(2,4-dimethylquinolin-8-yl)oxymethyl]-2,4-dichlorophenyl]sulfonyl]-L-proline), C1=CC2=C(N=C1)N(N=N2)O (HOAT), CCN=C=NCCCN(C)C (EDCI). Solvent: CN(C=O)C (dimethylformamide), ClCCl (dichloromethane), O (water), CN1CCOCC1 (N-methylmorpholine), CN(C=O)C (dimethylformamide). Reaction conditions: time 15 minute. The product is COC(CCNC(=O)C1N(CCC1)S(=O)(=O)C1=C(C(=C(C=C1)Cl)COC=1C=CC=C2C(=CC(=NC12)C)C)Cl)=O (3-[[1-[[3-[(2,4-Dimethylquinolin-8-yl)oxymethyl]-2,4-dichlorophenyl]sulfonyl]-pyrrolidin-2-yl]carbonylamino]propionic acid methyl ester), crystals. Isolated yield 64.5%. RXN SMILES: [CH3:1][C:2]1[CH:11]=[C:10]([CH3:12])[C:9]2[C:4](=[C:5]([O:13][CH2:14][C:15]3[C:16]([Cl:33])=[C:17]([S:22]([N:25]4[CH2:32][CH2:31][CH2:30][C@H:26]4[C:27]([OH:29])=O)(=[O:24])=[O:23])[CH:18]=[CH:19][C:20]=3[Cl:21])[CH:6]=[CH:7][CH:8]=2)[N:3]=1.C1C=[N:38]C2N(O)N=NC=2C=1.CCN=C=NCCCN(C)C.NC[CH2:57][CH2:58][C:59]([O:61][CH3:62])=[O:60].Cl>CN(C)C=O.CN1CCOCC1.O.ClCCl>[CH3:62][O:61][C:59](=[O:60])[CH2:58][CH2:57][NH:38][C:27]([CH:26]1[CH2:30][CH2:31][CH2:32][N:25]1[S:22]([C:17]1[CH:18]=[CH:19][C:20]([Cl:21])=[C:15]([CH2:14][O:13][C:5]2[CH:6]=[CH:7][CH:8]=[C:9]3[C:4]=2[N:3]=[C:2]([CH3:1])[CH:11]=[C:10]3[CH3:12])[C:16]=1[Cl:33])(=[O:24])=[O:23])=[O:29]. Procedure details: A mixture of 6.85 g (13.4.10-3 mol) of N-[[3-[(2,4-dimethylquinolin-8-yl)oxymethyl]-2,4-dichlorophenyl]sulfonyl]-L-proline, 2.01 g (14.7.10-3 mol) of HOAT and 2.83 g (14.7.10-3 mol) of EDCI in 50 ml of dimethylformamide is prepared. After stirring for 15 min at room temperature, this mixture is added dropwise to a solution of 2.06 g of methyl 4-aminobutyrate (in the form of the hydrochloride) in 35 ml of dimethylformamide and 1.48 ml (13.4.10-3 mol) of N-methylmorpholine. The reaction mixture is... Starting materials: C(CCCC)N1C(OC(C2=C1C=CC=C2)=O)=O (1-pentyl-3,1-benzoxazin-2,4-(1H)-dione), CN(N)C (N,N-dimethylhydrazine). Run in C1(=CC=CC=C1)C (toluene). Reaction conditions: temperature 100 celsius, time 2 hour. The product is CN(NC(C1=C(C=CC=C1)NCCCCC)=O)C (N′,N′-dimethyl-2-pentylaminobenzohydrazide). Isolated yield 67.4%. RXN SMILES: [CH2:1]([N:6]1[C:11]2[CH:12]=[CH:13][CH:14]=[CH:15][C:10]=2[C:9](=O)[O:8]C1=O)[CH2:2][CH2:3][CH2:4][CH3:5].[CH3:18][N:19]([CH3:21])[NH2:20]>C1(C)C=CC=CC=1>[CH3:18][N:19]([CH3:21])[NH:20][C:9](=[O:8])[C:10]1[CH:15]=[CH:14][CH:13]=[CH:12][C:11]=1[NH:6][CH2:1][CH2:2][CH2:3][CH2:4][CH3:5]. Procedure: The obtained 1-pentyl-3,1-benzoxazin-2,4-(1H)-dione (0.301 g, 1.29 mmol) was dissolved in toluene (4 ml), N,N-dimethylhydrazine (0.10 ml, 1.32 mmol) was added, and the mixture was stirred at 100° C. for 2 hr. The reaction mixture was evaporated under reduced pressure, and the obtained residue was purified by silica gel column chromatography (hexane:ethyl acetate) to give N′,N′-dimethyl-2-pentylaminobenzohydrazide (0.218 g, 0.87 mmol, yield 67%). This was dissolved in methanol (3 ml), 36% formali... The reactants are CCNCC, CCCCCC, [Li]CCCC, C1CCOC1, CCOC(=O)c1nc(-c2ccccc2)nc2ccccc12. Product: CCN(CC)C(=O)c1nc(-c2ccccc2)nc2ccccc12. As a reaction SMILES: [CH2:22]([CH3:23])[NH:24][CH2:25][CH3:26].[CH3:32][CH2:33][CH2:34][CH2:35][CH2:36][CH3:37].[Li:27][CH2:28][CH2:29][CH2:30][CH3:31].[O:38]1[CH2:39][CH2:40][CH2:41][CH2:42]1.[c:1]1(-[c:7]2[n:8][c:9]3[cH:10][cH:11][cH:12][cH:13][c:14]3[c:15]([C:17]([O:19][CH2:18][CH3:20])=[O:21])[n:16]2)[cH:2][cH:3][cH:4][cH:5][cH:6]1>>[c:1]1(-[c:7]2[n:8][c:9]3[cH:10][cH:11][cH:12][cH:13][c:14]3[c:15]([C:17](=[O:19])[N:24]([CH2:22][CH3:23])[CH2:25][CH3:26])[n:16]2)[cH:2][cH:3][cH:4][cH:5][cH:6]1. As a reaction SMILES: [CH3:1][N:2]([C:7]1[CH:12]=[CH:11][CH:10]=[C:9]([C:13]2[N:14]=[N:15][C:16](Cl)=[CH:17][CH:18]=2)[CH:8]=1)[C:3](=[O:6])[CH2:4][CH3:5].[CH2:20]([NH:22][C:23](=S)[NH:24][NH2:25])[CH3:21]>>[CH3:1][N:2]([C:7]1[CH:12]=[CH:11][CH:10]=[C:9]([C:13]2[CH:18]=[CH:17][C:16]3[N:15]([C:23]([NH:22][CH2:20][CH3:21])=[N:24][N:25]=3)[N:14]=2)[CH:8]=1)[C:3](=[O:6])[CH2:4][CH3:5]. The yield is 20.4%. The product is CN(C(CC)=O)C1=CC(=CC=C1)C=1C=CC=2N(N1)C(=NN2)NCC (N-Methyl-N-[3-[3-(ethylamino)-1,2,4-triazolo[4,3-b]-pyridazin-6-yl]phenyl]propanamide). Reactants: CN(C(CC)=O)C1=CC(=CC=C1)C=1N=NC(=CC1)Cl (N-methyl-N-[3-(6-chloro-3-pyridazinyl)phenyl]propanamide), C(C)NC(NN)=S (4-ethyl-3-thiosemicarbazide). Reported procedure: A solution of 5.0 g N-methyl-N-[3-(6-chloro-3-pyridazinyl)phenyl]propanamide and 4.3 g 4-ethyl-3-thiosemicarbazide was refluxed for 18 hours. The mixture was then treated and the product chromatographed as described in Example 70. Recrystalization of the product from dichloromethane-hexane afforded 1.2 g of yellow crystals, mp 198°-199° C. Yields the product C(C)(=O)C(C(=O)OCC)CCN1CC(CCC1)CC(=O)C1=CC=C(C=C1)F (Ethyl 2-acetyl-4-[3-(4-fluorophenacyl)piperidino]-butyrate). Isolated yield 45.0%. The reactants are ClCCN1CC(CCC1)CC(=O)C1=CC=C(C=C1)F (1-(2-Chloroethyl)-3-(4-fluorophenacyl)piperidine), C(CC(=O)C)(=O)OCC (ethyl acetoacetate), [H-].[Na+] (sodium hydride), [I-].[Na+] (sodium iodide). Reaction SMILES: [C:1]([O:7][CH2:8][CH3:9])(=[O:6])[CH2:2][C:3]([CH3:5])=[O:4].[H-].[Na+].[I-].[Na+].Cl[CH2:15][CH2:16][N:17]1[CH2:22][CH2:21][CH2:20][CH:19]([CH2:23][C:24]([C:26]2[CH:31]=[CH:30][C:29]([F:32])=[CH:28][CH:27]=2)=[O:25])[CH2:18]1>O1CCCC1>[C:3]([CH:2]([CH2:15][CH2:16][N:17]1[CH2:22][CH2:21][CH2:20][CH:19]([CH2:23][C:24]([C:26]2[CH:27]=[CH:28][C:29]([F:32])=[CH:30][CH:31]=2)=[O:25])[CH2:18]1)[C:1]([O:7][CH2:8][CH3:9])=[O:6])(=[O:4])[CH3:5] |f:1.2,3.4|. The solvent is O1CCCC1 (tetrahydrofuran). Procedure: A solution of 6.2 g of ethyl acetoacetate is added at 0° C. to a suspension of 1.13 g of sodium hydride in 150 ml of tetrahydrofuran. After 15 minutes at this temperature, 7.1 g of anhydrous sodium iodide are added, followed by the addition at 0° C. of l3.5g of the product obtained in Stage B. The mixture is then brought to reflux for 12 hours and the whole is thereafter concentrated, the residue is taken up in water and the product is extracted with dichloromethane. The 16.9 g of oil obtained a...